Dataset: the Open Reaction Database (ORD), a public repository of structured organic reaction records. Task: describe an organic reaction: reactants, conditions, products, and yield The reactants are N(C1=CC=CC=C1)CC1(S[C@H]2N(C1C(=O)OCC(Cl)(Cl)Cl)C(C2NC(CC2=CC=CC=C2)=O)=O)C (2,2,2-Trichloroethyl 2-anilinomethyl-2-methyl-6-(2-phenylacetamido)penam-3-carboxylate), C(C)(=O)O (acetic acid). Reagents/catalysts: [Zn] (zinc), [Zn] (zinc). Run in CN(C=O)C (dimethylformamide). Conditions: time 6 hour. Yields the product N(C1=CC=CC=C1)CC1(S[C@H]2N(C1C(=O)O)C(C2NC(CC2=CC=CC=C2)=O)=O)C (2-anilinomethyl-2-methyl-6-(2-phenylacetamido)-penam-3-carboxylic acid). Isolated yield 65.4%. Reaction SMILES: [NH:1]([CH2:8][C:9]1([CH3:35])[CH:13]([C:14]([O:16]CC(Cl)(Cl)Cl)=[O:15])[N:12]2[C:22](=[O:34])[CH:23]([NH:24][C:25](=[O:33])[CH2:26][C:27]3[CH:32]=[CH:31][CH:30]=[CH:29][CH:28]=3)[C@H:11]2[S:10]1)[C:2]1[CH:7]=[CH:6][CH:5]=[CH:4][CH:3]=1.C(O)(=O)C>CN(C)C=O.[Zn]>[NH:1]([CH2:8][C:9]1([CH3:35])[CH:13]([C:14]([OH:16])=[O:15])[N:12]2[C:22](=[O:34])[CH:23]([NH:24][C:25](=[O:33])[CH2:26][C:27]3[CH:32]=[CH:31][CH:30]=[CH:29][CH:28]=3)[C@H:11]2[S:10]1)[C:2]1[CH:7]=[CH:6][CH:5]=[CH:4][CH:3]=1. Procedure: 2,2,2-Trichloroethyl 2-anilinomethyl-2-methyl-6-(2-phenylacetamido)penam-3-carboxylate (1.00 g) was dissolved in dimethylformamide (5 ml). To this solution were added acetic acid (0.5 ml) and then zinc powder under cooling at -15° C. and the mixture was stirred for 6 hours. After the reaction, zinc powder was filtered off and the filtrate was poured into ethyl acetate. The solution was washed 4 times with water and dried over magnesium sulfate. After drying, the solvent was distilled off and the...